This data is from the Open Reaction Database (ORD), a public repository of structured organic reaction records. The task is: describe an organic reaction: reactants, conditions, products, and yield The reactants are C=C(C(=O)O)c1ccc2cc(OC)ccc2c1, CO, [H][H]. Yields the product COc1ccc2cc(C(C)C(=O)O)ccc2c1. As a reaction SMILES: [CH3:1][O:2][c:3]1[cH:4][c:5]2[cH:6][cH:7][c:8]([C:13]([C:14](=[O:15])[OH:16])=[CH2:17])[cH:9][c:10]2[cH:11][cH:12]1.[CH3:20][OH:21].[H:18][H:19]>>[CH3:1][O:2][c:3]1[cH:4][c:5]2[cH:6][cH:7][c:8]([CH:13]([C:14](=[O:15])[OH:16])[CH3:17])[cH:9][c:10]2[cH:11][cH:12]1. The reactants are ice water, NC1=C(C(=O)N)C=C(C=C1F)F (2-amino-3,5-difluoro-benzamide), C(=O)C1=CC=C(C(=O)OC)C=C1 (methyl 4-formylbenzoate), S(=O)([O-])OS(=O)[O-].[Na+].[Na+] (sodium disulfite). Run in CN1C(CCC1)=O (N-methyl-pyrrolidone). Conditions: time 16 hour. Yields the product COC(C1=CC=C(C=C1)C1=NC2=C(C=C(C=C2C(N1)=O)F)F)=O (4-(6,8-difluoro-4-oxo-3,4-dihydro-quinazolin-2-yl)-benzoic acid methyl ester). As a reaction SMILES: [NH2:1][C:2]1[C:10]([F:11])=[CH:9][C:8]([F:12])=[CH:7][C:3]=1[C:4]([NH2:6])=[O:5].[CH:13]([C:15]1[CH:24]=[CH:23][C:18]([C:19]([O:21][CH3:22])=[O:20])=[CH:17][CH:16]=1)=O.S(OS([O-])=O)([O-])=O.[Na+].[Na+]>CN1CCCC1=O>[CH3:22][O:21][C:19](=[O:20])[C:18]1[CH:23]=[CH:24][C:15]([C:13]2[NH:6][C:4](=[O:5])[C:3]3[C:2](=[C:10]([F:11])[CH:9]=[C:8]([F:12])[CH:7]=3)[N:1]=2)=[CH:16][CH:17]=1 |f:2.3.4|. Reported procedure: A solution of 2-amino-3,5-difluoro-benzamide (86.2 mg, 0.50 mmol), methyl 4-formylbenzoate (82.1 mg, 0.50 mmol) and sodium disulfite (97 mg, 0.51 mmol) in N-methyl-pyrrolidone (1 ml) is heated to 150° C. and stirred at this temperature for 16 hours. The reaction mixture is allowed to reach room temperature and poured into ice water. The resulting precipitate is collected by filtration, washed with water and dried under vacuum to afford 4-(6,8-difluoro-4-oxo-3,4-dihydro-quinazolin-2-yl)-benzoic a... Reactants: CCCC1CCC(CC=O)CC1, C1CCNCC1, [Na+], [Na+], O=S(=O)([O-])[O-]. The product is CCCC1CCC(C=CN2CCCCC2)CC1. Reaction SMILES: [CH2:14]([CH2:15][CH3:16])[CH:17]1[CH2:18][CH2:19][CH:20]([CH2:23][CH:24]=[O:25])[CH2:21][CH2:22]1.[CH2:8]1[CH2:9][CH2:10][NH:11][CH2:12][CH2:13]1.[Na+:1].[Na+:2].[O-:3][S:4](=[O:5])(=[O:6])[O-:7]>>[CH2:8]1[CH2:9][CH2:10][N:11]([CH:24]=[CH:23][CH:20]2[CH2:19][CH2:18][CH:17]([CH2:14][CH2:15][CH3:16])[CH2:22][CH2:21]2)[CH2:12][CH2:13]1. The reactants are CCOC(C)=O, Cl, Nc1n[nH]c2ccc(Cc3cc(F)cc(F)c3)cc12, O=C(O)c1ccc(CN2CCCCC2)cc1[N+](=O)[O-], [NH4+], [OH-], O, O=S(Cl)Cl, c1ccncc1. Product: O=C(Nc1n[nH]c2ccc(Cc3cc(F)cc(F)c3)cc12)c1ccc(CN2CCCCC2)cc1[N+](=O)[O-]. As a reaction SMILES: [CH3:53][CH2:54][O:55][C:56]([CH3:57])=[O:58].[ClH:1].[F:25][c:26]1[cH:27][c:28]([CH2:29][c:30]2[cH:31][c:32]3[c:33]([NH2:39])[n:34][nH:35][c:36]3[cH:37][cH:38]2)[cH:40][c:41]([F:43])[cH:42]1.[N+:2](=[O:3])([O-:4])[c:5]1[c:6]([C:7](=[O:8])[OH:9])[cH:10][cH:11][c:12]([CH2:14][N:15]2[CH2:16][CH2:17][CH2:18][CH2:19][CH2:20]2)[cH:13]1.[NH4+:45].[OH-:44].[OH2:52].[S:21]([Cl:22])([Cl:23])=[O:24].[cH:46]1[cH:47][cH:48][n:49][cH:50][cH:51]1>>[N+:2](=[O:3])([O-:4])[c:5]1[c:6]([C:7](=[O:9])[NH:39][c:33]2[c:32]3[cH:31][c:30]([CH2:29][c:28]4[cH:27][c:26]([F:25])[cH:42][c:41]([F:43])[cH:40]4)[cH:38][cH:37][c:36]3[nH:35][n:34]2)[cH:10][cH:11][c:12]([CH2:14][N:15]2[CH2:16][CH2:17][CH2:18][CH2:19][CH2:20]2)[cH:13]1. Reactants: CC=1C=C(C(=S)O)C=CC1 (3-methyl-thiobenzoic acid), ClCSC#N (chloromethyl thiocyanate), oily liquid. Product: S(C#N)COC(C1=CC(=CC=C1)C)=S (3-Methyl-thiobenzoic acid thiocyanomethyl ester). Yield: 79.0%. RXN SMILES: [CH3:1][C:2]1[CH:3]=[C:4]([CH:8]=[CH:9][CH:10]=1)[C:5]([OH:7])=[S:6].Cl[CH2:12][S:13][C:14]#[N:15]>>[S:13]([CH2:12][O:7][C:5](=[S:6])[C:4]1[CH:8]=[CH:9][CH:10]=[C:2]([CH3:1])[CH:3]=1)[C:14]#[N:15]. Procedure: 10 g (0.052 mol) of the K salt of 3-methyl-thiobenzoic acid and 5.6 g (0.05 mol) of chloromethyl thiocyanate were reacted and processed as in Example 1 B. 9.9 g of an oily liquid having a density of 1.27 (this corresponds to a yield of 79% of the theoretical conversion).